From a dataset of the Open Reaction Database (ORD), a public repository of structured organic reaction records. describe an organic reaction: reactants, conditions, products, and yield Starting materials: CCOC(=O)c1cn(CC)c2nc(C)c(OCC)cc2c1=O, ClC(Cl)Cl, O=S1(=O)CCCC1, O=[Se]=O. Product: CCOC(=O)c1cn(CC)c2nc(C=O)c(OCC)cc2c1=O. As a reaction SMILES: [CH2:1]([CH3:2])[O:3][c:4]1[cH:5][c:6]2[c:7](=[O:22])[c:8]([C:17](=[O:18])[O:19][CH2:20][CH3:21])[cH:9][n:10]([CH2:15][CH3:16])[c:11]2[n:12][c:13]1[CH3:14].[CH:33]([Cl:34])([Cl:35])[Cl:36].[S:23]1(=[O:24])(=[O:29])[CH2:25][CH2:26][CH2:27][CH2:28]1.[Se:30](=[O:31])=[O:32]>>[CH2:1]([CH3:2])[O:3][c:4]1[cH:5][c:6]2[c:7](=[O:22])[c:8]([C:17](=[O:18])[O:19][CH2:20][CH3:21])[cH:9][n:10]([CH2:15][CH3:16])[c:11]2[n:12][c:13]1[CH:14]=[O:24].